Dataset: the Open Reaction Database (ORD), a public repository of structured organic reaction records. Task: describe an organic reaction: reactants, conditions, products, and yield Starting materials: C(C)(C)(C)OC(=O)N1CC(C(CC1)O)N=[N+]=[N-] (3-azido-4-hydroxy-piperidine-1-carboxylic acid tert-butyl ester), CC(=O)OI1(C=2C=CC=CC2C(=O)O1)(OC(=O)C)OC(=O)C (Dess-Martin periodinane). Solvent: C(Cl)Cl (DCM), C(Cl)Cl (DCM). Conditions: temperature 0 celsius, time 8 hour. The product is C(C)(C)(C)OC(=O)N1CC(C(CC1)=O)N=[N+]=[N-] (3-azido-4-oxo-piperidine-1-carboxylic acid tert-butyl ester). RXN SMILES: [C:1]([O:5][C:6]([N:8]1[CH2:13][CH2:12][CH:11]([OH:14])[CH:10]([N:15]=[N+:16]=[N-:17])[CH2:9]1)=[O:7])([CH3:4])([CH3:3])[CH3:2].CC(OI1(OC(C)=O)(OC(C)=O)OC(=O)C2C=CC=CC1=2)=O>C(Cl)Cl>[C:1]([O:5][C:6]([N:8]1[CH2:13][CH2:12][C:11](=[O:14])[CH:10]([N:15]=[N+:16]=[N-:17])[CH2:9]1)=[O:7])([CH3:4])([CH3:2])[CH3:3]. Procedure: To a solution of (±)-trans[3-azido-4-hydroxy-piperidine-1-carboxylic acid tert-butyl ester (Example 112, 1.24 mmol, 0.3 g) in DCM (4 mL) at 0° C. was added Dess-Martin periodinane (1.48 mmol, 0.63 g) portion wise, and the reaction was stirred for 8 h. The reaction was diluted with DCM (5 mL), cooled to 0° C., and quenched with Na2S2O3 solution, organic layer was separated and washed with saturated NaHCO3 solution, water, brine and dried (Na2SO4), filtered and concentrated under reduced pressure.... Reactants: C1CCOC1 (THF), Cl.FC=1C=C(C=CC1C(F)(F)F)CCN (2-(3-fluoro-4-trifluoromethyl-phenyl)-ethylamine hydrochloride), ClC1=C(C=C(C=C1)CC#N)C(F)(F)F ((4-chloro-3-trifluoromethyl-phenyl)-acetonitrile). Product: Cl.ClC1=C(C=C(C=C1)CCN)C(F)(F)F (2-(4-chloro-3-trifluoromethyl-phenyl)-ethylamine hydrochloride), solid. Yield: 40.0%. Reaction SMILES: Cl.FC1C=C(CCN)C=CC=1C(F)(F)F.[Cl:16][C:17]1[CH:22]=[CH:21][C:20]([CH2:23][C:24]#[N:25])=[CH:19][C:18]=1[C:26]([F:29])([F:28])[F:27].C1COCC1>>[ClH:16].[Cl:16][C:17]1[CH:22]=[CH:21][C:20]([CH2:23][CH2:24][NH2:25])=[CH:19][C:18]=1[C:26]([F:27])([F:28])[F:29] |f:0.1,4.5|. Procedure: The title compound was synthesized in analogy to 2-(3-fluoro-4-trifluoromethyl-phenyl)-ethylamine hydrochloride (described in example S1-B) from 3.188 g of crude (4-chloro-3-trifluoromethyl-phenyl)-acetonitrile (14.5 mmol) and 76 ml of a 1M borane-THF complex solution in THF (76 mmol). The product was obtained as a white solid (1.52 g, 40%). MS (ISP) 224.1 (M+H)+.